This data is from the Open Reaction Database (ORD), a public repository of structured organic reaction records. The task is: describe an organic reaction: reactants, conditions, products, and yield The reactants are C(C)(C)(C)C=1C=C(C=C(C1O)C(C)(C)C)CCC(=O)NCCO (3-(3,5-di-tert-butyl-4-hydroxyphenyl)-N-(2-hydroxyethyl)propionamide), C(C)(C)(C)C=1C=C(C=C(C1O)C(C)(C)C)CCC(=O)O (3(3,5-di-tert-butyl-4-hydroxyphenyl)propionic acid), C=1(C(=CC=CC1)C)C (xylene). Reagents/catalysts: CCCC[O-].CCCC[O-].CCCC[O-].CCCC[O-].[Ti+4] (Tyzor TBT). Run in O (water). Yields the product C(C)(C)(C)C=1C=C(C=C(C1O)C(C)(C)C)CCC(=O)OCCNC(CCC1=CC(=C(C(=C1)C(C)(C)C)O)C(C)(C)C)=O (2-[3-(3,5-di-tert-butyl-4-hydroxyphenyl)propionamido]ethyl 3-(3,5-di-tert-butyl-4-hydroxyphenyl)propionate). As a reaction SMILES: [C:1]([C:5]1[CH:6]=[C:7]([CH2:16][CH2:17][C:18]([NH:20][CH2:21][CH2:22][OH:23])=[O:19])[CH:8]=[C:9]([C:12]([CH3:15])([CH3:14])[CH3:13])[C:10]=1[OH:11])([CH3:4])([CH3:3])[CH3:2].[C:24]([C:28]1[CH:29]=[C:30]([CH2:39][CH2:40][C:41](O)=[O:42])[CH:31]=[C:32]([C:35]([CH3:38])([CH3:37])[CH3:36])[C:33]=1[OH:34])([CH3:27])([CH3:26])[CH3:25].C1(C)C(C)=CC=CC=1>CCCC[O-].CCCC[O-].CCCC[O-].CCCC[O-].[Ti+4].O>[C:35]([C:32]1[CH:31]=[C:30]([CH2:39][CH2:40][C:41]([O:23][CH2:22][CH2:21][NH:20][C:18](=[O:19])[CH2:17][CH2:16][C:7]2[CH:6]=[C:5]([C:1]([CH3:2])([CH3:3])[CH3:4])[C:10]([OH:11])=[C:9]([C:12]([CH3:14])([CH3:15])[CH3:13])[CH:8]=2)=[O:42])[CH:29]=[C:28]([C:24]([CH3:26])([CH3:25])[CH3:27])[C:33]=1[OH:34])([CH3:38])([CH3:36])[CH3:37] |f:3.4.5.6.7|. Procedure: A mixture of 32 g (0.1 mole) of 3-(3,5-di-tert-butyl-4-hydroxyphenyl)-N-(2-hydroxyethyl)propionamide, 27 g (0.1 mole) of 3(3,5-di-tert-butyl-4-hydroxyphenyl)propionic acid, 1 g Tyzor TBT catalyst and 100 ml xylene was refluxed at 150° until evolution of water ceased. In the course of four hours, two ml water was collected in the Stark & Dean trap. The xylene was removed by vacuum stripping. The title compound (54 g) was recrystallized from a toluene/hexane mixture. It melted at 151°-154° C. Starting materials: FC=1C=C2C(C(=CN(C2=C(C1F)F)C1=CC=C(C=C1)OC)C(=O)OCC)=O (ethyl 6,7,8-trifluoro-1-(4-methoxyphenyl)-1,4-dihydro-4-oxoquinoline-3-carboxylate), Cl (hydrochloric acid). Solvent: C(C)(=O)O (acetic acid). Run at temperature 120 celsius. Product: FC=1C=C2C(C(=CN(C2=C(C1F)F)C1=CC=C(C=C1)OC)C(=O)O)=O (6,7,8-trifluoro-1-(4-methoxyphenyl)-1,4-dihydro-4-oxoquinoline-3-carboxylic acid). Isolated yield 87.6%. As a reaction SMILES: [F:1][C:2]1[CH:3]=[C:4]2[C:9](=[C:10]([F:13])[C:11]=1[F:12])[N:8]([C:14]1[CH:19]=[CH:18][C:17]([O:20][CH3:21])=[CH:16][CH:15]=1)[CH:7]=[C:6]([C:22]([O:24]CC)=[O:23])[C:5]2=[O:27].Cl>C(O)(=O)C>[F:1][C:2]1[CH:3]=[C:4]2[C:9](=[C:10]([F:13])[C:11]=1[F:12])[N:8]([C:14]1[CH:15]=[CH:16][C:17]([O:20][CH3:21])=[CH:18][CH:19]=1)[CH:7]=[C:6]([C:22]([OH:24])=[O:23])[C:5]2=[O:27]. Procedure: A mixture of ethyl 6,7,8-trifluoro-1-(4-methoxyphenyl)-1,4-dihydro-4-oxoquinoline-3-carboxylate (0.37 g), conc. hydrochloric acid (1 ml) and 90% acetic acid (4 ml) is heated at 120° C. for 1 hour. After cooling, the precipitated crystals are separated by filtration, washed with water and with a mixture of ethanol and ether to give 6,7,8-trifluoro-1-(4-methoxyphenyl)-1,4-dihydro-4-oxoquinoline-3-carboxylic acid (0.3 g). The reactants are CC(C)(C)[Si](Cl)(c1ccccc1)c1ccccc1, CN(C)C=O, O=[N+]([O-])c1ccc(CCO)cc1, c1c[nH]cn1. The product is CC(C)(C)[Si](OCCc1ccc([N+](=O)[O-])cc1)(c1ccccc1)c1ccccc1. RXN SMILES: [C:13]([CH3:14])([CH3:15])([CH3:16])[Si:17]([c:18]1[cH:19][cH:20][cH:21][cH:22][cH:23]1)([c:24]1[cH:25][cH:26][cH:27][cH:28][cH:29]1)[Cl:30].[CH3:36][N:37]([CH3:38])[CH:39]=[O:40].[N+:1](=[O:2])([O-:3])[c:4]1[cH:5][cH:6][c:7]([CH2:8][CH2:9][OH:10])[cH:11][cH:12]1.[nH:31]1[cH:32][cH:33][n:34][cH:35]1>>[N+:1](=[O:2])([O-:3])[c:4]1[cH:5][cH:6][c:7]([CH2:8][CH2:9][O:10][Si:17]([C:13]([CH3:14])([CH3:15])[CH3:16])([c:18]2[cH:19][cH:20][cH:21][cH:22][cH:23]2)[c:24]2[cH:25][cH:26][cH:27][cH:28][cH:29]2)[cH:11][cH:12]1.